This data is from the Open Reaction Database (ORD), a public repository of structured organic reaction records. The task is: describe an organic reaction: reactants, conditions, products, and yield RXN SMILES: [CH2:1]([S:3]([C:6]1[CH:11]=[CH:10][C:9](F)=[C:8]([Cl:13])[CH:7]=1)(=[O:5])=[O:4])[CH3:2].[CH3:14][O:15][C:16](=[O:26])[CH2:17][C:18]1[CH:23]=[C:22]([OH:24])[CH:21]=[C:20]([OH:25])[CH:19]=1>>[CH3:14][O:15][C:16](=[O:26])[CH2:17][C:18]1[CH:23]=[C:22]([OH:24])[CH:21]=[C:20]([O:25][C:9]2[CH:10]=[CH:11][C:6]([S:3]([CH2:1][CH3:2])(=[O:5])=[O:4])=[CH:7][C:8]=2[Cl:13])[CH:19]=1. Yields the product COC(CC1=CC(=CC(=C1)O)OC1=C(C=C(C=C1)S(=O)(=O)CC)Cl)=O (methyl{3-[2-chloro-4-(ethylsulfonyl)phenoxy]-5-hydroxyphenyl}acetate). Procedure: The subtitle compound was prepared as described in example 2 step (iii) but instead using the product from example 3 step (i) and methyl(3,5-dihydroxyphenyl)acetate. The reactants are C(C)S(=O)(=O)C1=CC(=C(C=C1)F)Cl (3-chloro-4-fluorophenyl ethyl sulfone), COC(CC1=CC(=CC(=C1)O)O)=O (methyl(3,5-dihydroxyphenyl)acetate). Reactants: C=CC(=O)OCC, C1CCC2=NCCCN2CC1, CCO, N#CC(c1ccccc1)c1ccccc1. Product: CCOC(=O)CCC(C#N)(c1ccccc1)c1ccccc1. Reaction SMILES: [C:27]([CH:28]=[CH2:29])(=[O:30])[O:31][CH2:32][CH3:33].[CH2:16]1[CH2:17][CH2:18][C:19]2=[N:24][CH2:23][CH2:22][CH2:21][N:20]2[CH2:25][CH2:26]1.[CH3:34][CH2:35][OH:36].[c:1]1([CH:7]([C:8]#[N:9])[c:10]2[cH:11][cH:12][cH:13][cH:14][cH:15]2)[cH:2][cH:3][cH:4][cH:5][cH:6]1>>[c:1]1([C:7]([C:8]#[N:9])([c:10]2[cH:11][cH:12][cH:13][cH:14][cH:15]2)[CH2:29][CH2:28][C:27](=[O:30])[O:31][CH2:32][CH3:33])[cH:2][cH:3][cH:4][cH:5][cH:6]1. Reaction SMILES: [CH2:1]([C:4]1[CH:9]=[CH:8][C:7]([O:10][CH3:11])=[CH:6][CH:5]=1)[CH:2]=[CH2:3].ClC1C=C(C=CC=1)C(OO)=[O:17]>ClCCl>[CH3:11][O:10][C:7]1[CH:8]=[CH:9][C:4]([CH2:1][CH:2]2[CH2:3][O:17]2)=[CH:5][CH:6]=1. The product is COC1=CC=C(CC2OC2)C=C1 (2-(4-Methoxybenzyl)-oxirane). Procedure: To a stirring solution of 4-allylanisole (3.1 g, 20.9 mmol) in 50 mL dichloromethane was added 3-chloroperoxybenzoic acid (80%, 6.7 g, 31.4 mmol) at room temperature. TLC (20:1 hexanes/ethyl acetate) showed no remaining allyl after 3 h. The precipitate was removed via filtration and washed with hexanes. The filtrate was purified on 40 g silica eluting with 0 to 10% ethyl acetate/hexanes to give the product. NMR CDCl3) d (1H, 2.55 ppm), m (2H, 2.7-2.8 ppm), dd (1H, 2.85 ppm), m (1H, 3.1 ppm), s (... Solvent: ClCCl (dichloromethane). Starting materials: C(C=C)C1=CC=C(C=C1)OC (4-allylanisole), ClC=1C=C(C(=O)OO)C=CC1 (3-chloroperoxybenzoic acid), hexanes ethyl acetate. Reactants: ClC1=C(C=NC2=CC(=C(C=C12)OC)OC)C#N (4-chloro-6,7-dimethoxy-3-quinolinecarbonitrile), Cl.N1=CC=CC=C1 (pyridine hydrochloride), NC1=CC(=CC=C1O)C (2-amino-p-cresol). Solvent: C(C)OCCO (2-ethoxyethanol). Yields the product OC1=C(C=C(C=C1)C)NC1=C(C=NC2=CC(=C(C=C12)OC)OC)C#N (4-(2-Hydroxy-5-methyl-phenylamino)-6,7-dimethoxy-quinoline-3-carbonitrile). Isolated yield 93.9%. Reaction SMILES: Cl[C:2]1[C:11]2[C:6](=[CH:7][C:8]([O:14][CH3:15])=[C:9]([O:12][CH3:13])[CH:10]=2)[N:5]=[CH:4][C:3]=1[C:16]#[N:17].Cl.N1C=CC=CC=1.[NH2:25][C:26]1[C:31]([OH:32])=[CH:30][CH:29]=[C:28]([CH3:33])[CH:27]=1>C(OCCO)C>[OH:32][C:31]1[CH:30]=[CH:29][C:28]([CH3:33])=[CH:27][C:26]=1[NH:25][C:2]1[C:11]2[C:6](=[CH:7][C:8]([O:14][CH3:15])=[C:9]([O:12][CH3:13])[CH:10]=2)[N:5]=[CH:4][C:3]=1[C:16]#[N:17] |f:1.2|. Reported procedure: Using an analogous procedure to that described in Example 286, 248.7 mg (1 mmol) of 4-chloro-6,7-dimethoxy-3-quinolinecarbonitrile, in 15 mL of 2-ethoxyethanol and in the presence of 115.6 mg (1 mmol) of pyridine hydrochloride was reacted with 147.8 mg (1.2 mmol) of 2-amino-p-cresol to give 315.0 mg (94.0%) of the product as a yellow solid, m.p. 198-200° C., mass (electrospray, m/e): M+H 335.8.